Dataset: the Open Reaction Database (ORD), a public repository of structured organic reaction records. Task: describe an organic reaction: reactants, conditions, products, and yield Reactants: ClC(Cl)Cl, OCc1snc(Cl)c1Cl. Yields the product O=Cc1snc(Cl)c1Cl. Reaction SMILES: [CH:10]([Cl:11])([Cl:12])[Cl:13].[Cl:1][c:2]1[n:3][s:4][c:5]([CH2:8][OH:9])[c:6]1[Cl:7]>>[Cl:1][c:2]1[n:3][s:4][c:5]([CH:8]=[O:9])[c:6]1[Cl:7]. Reactants: C(C)(C)(C)OC(=O)C1N(CC=CCC1NC(CCC1=CC=CC=C1)=O)S(=O)(=O)C1=CC=C(C=C1)OC (1-(4-Methoxy-benzenesulfonyl)-3-(3-phenylpropionyl amino)-2,3,4,7-tetrahydro-1H-azepine-2-carboxylic acid tert-butyl ester), C(C)(C)(C)OC(=O)C1(N(CCCCC1CCC1=CC=CC=C1)S(=O)(=O)C1=CC=C(C=C1)OC)C(N)=O (1-(4-Methoxybenzenesulfonyl)-3-phenethyl carbamoyl-azepane-2-carboxylic acid tert-butyl ester). Product: COC1=CC=C(C=C1)S(=O)(=O)N1C(C(CC=CC1)NC(CCC1=CC=CC=C1)=O)C(=O)O (1-(4-Methoxy-benzenesulfonyl)-3-(3-phenylpropionylamino)-2,3,4,7-tetrahydro-1H-azepine-2-carboxylic acid). RXN SMILES: C([O:5][C:6]([CH:8]1[CH:14]([NH:15][C:16](=[O:25])[CH2:17][CH2:18][C:19]2[CH:24]=[CH:23][CH:22]=[CH:21][CH:20]=2)[CH2:13][CH:12]=[CH:11][CH2:10][N:9]1[S:26]([C:29]1[CH:34]=[CH:33][C:32]([O:35][CH3:36])=[CH:31][CH:30]=1)(=[O:28])=[O:27])=[O:7])(C)(C)C.C(OC(C1(C(=O)N)C(CCC2C=CC=CC=2)CCCCN1S(C1C=CC(OC)=CC=1)(=O)=O)=O)(C)(C)C>>[CH3:36][O:35][C:32]1[CH:31]=[CH:30][C:29]([S:26]([N:9]2[CH2:10][CH:11]=[CH:12][CH2:13][CH:14]([NH:15][C:16](=[O:25])[CH2:17][CH2:18][C:19]3[CH:20]=[CH:21][CH:22]=[CH:23][CH:24]=3)[CH:8]2[C:6]([OH:7])=[O:5])(=[O:28])=[O:27])=[CH:34][CH:33]=1. Procedure details: 1-(4-Methoxy-benzenesulfonyl)-3-(3-phenylpropionyl amino)-2,3,4,7-tetrahydro-1H-azepine-2-carboxylic acid tert-butyl ester (22 mg, 0.04 mmol) is reacted in the same manner as 1-(4-Methoxybenzenesulfonyl)-3-phenethyl carbamoyl-azepane-2-carboxylic acid tert-butyl ester and purified by flash-chromatography, Dichloromethane/Methanol (9:1) to afford the acid: Cal. 457.5 found (M-H)+ 456.6; 1H NMR (DMSO, 400 MHz), ppm: 7.78 (d, 2H), 7.28 (m, 2H), 7.20 (m, 3H), 7.01 (d, 2H), 5.6 (m, 1H), 5.5 (m, 1H), ...